This data is from the Open Reaction Database (ORD), a public repository of structured organic reaction records. The task is: describe an organic reaction: reactants, conditions, products, and yield Reactants: ClC1=C(C(=CC=C1)F)NC=1NC2=C(N1)C=C(C1=C2CC(O1)(C)C)C(=O)O (2-[(2-chloro-6-fluorophenyl)amino]-7,7-dimethyl-7,8-dihydro-1H-furo[3,2-e]benzimidazole-5-carboxylic acid), CCN(C(C)C)C(C)C (DIPEA), S(=O)(Cl)Cl (thionyl chloride), CC1=C(N)C=CC(=C1)C(F)(F)F (2-methyl-4-(trifluoromethyl)aniline). Run in C1CCOC1 (THF). The product is ClC1=C(C(=CC=C1)F)NC=1NC2=C(N1)C=C(C1=C2CC(O1)(C)C)C(=O)NC1=C(C=C(C=C1)C(F)(F)F)C (2-[(2-Chloro-6-fluorophenyl)amino]-7,7-dimethyl-N-[2-methyl-4-(trifluoromethyl)phenyl]-7,8-dihydro-1H-furo[3,2-e]benzimidazole-5-carboxamide). Isolated yield 10.6%. RXN SMILES: [Cl:1][C:2]1[CH:7]=[CH:6][CH:5]=[C:4]([F:8])[C:3]=1[NH:9][C:10]1[NH:11][C:12]2[C:18]3[CH2:19][C:20]([CH3:23])([CH3:22])[O:21][C:17]=3[C:16]([C:24]([OH:26])=O)=[CH:15][C:13]=2[N:14]=1.S(Cl)(Cl)=O.[CH3:31][C:32]1[CH:38]=[C:37]([C:39]([F:42])([F:41])[F:40])[CH:36]=[CH:35][C:33]=1[NH2:34].CCN(C(C)C)C(C)C>C1COCC1>[Cl:1][C:2]1[CH:7]=[CH:6][CH:5]=[C:4]([F:8])[C:3]=1[NH:9][C:10]1[NH:11][C:12]2[C:18]3[CH2:19][C:20]([CH3:22])([CH3:23])[O:21][C:17]=3[C:16]([C:24]([NH:34][C:33]3[CH:35]=[CH:36][C:37]([C:39]([F:40])([F:41])[F:42])=[CH:38][C:32]=3[CH3:31])=[O:26])=[CH:15][C:13]=2[N:14]=1. Reported procedure: The title compound was prepared by following the procedure described for Example-108 using 2-[(2-chloro-6-fluorophenyl)amino]-7,7-dimethyl-7,8-dihydro-1H-furo[3,2-e]benzimidazole-5-carboxylic acid (Intermediate-15, 0.100 g, 0.266 mmol), thionyl chloride (2.0 mL), 2-methyl-4-(trifluoromethyl)aniline (0.070 g, 0.400 mmol), THF (10.0 mL) and DIPEA (2 mL). The obtained crude product was purified by column chromatography on neutral alumina eluting with 0.7-1.0% MeOH:DCM to afford 0.015 g of the desir... Reactants: CC1=NOC(=C1CN1N=CC(=C1)N1C(NCC1=O)=O)C (3-(1-((3,5-dimethylisoxazol-4-yl)methyl)-1H-pyrazol-4-yl)imidazolidine-2,4-dione), ClC=1C=C(CCBr)C=CC1 (3-chlorophenethyl bromide). Yields the product ClC=1C=C(CCN2C(N(C(C2)=O)C=2C=NN(C2)CC=2C(=NOC2C)C)=O)C=CC1 (1-(3-chlorophenethyl)-3-(1-((3,5-dimethylisoxazol-4-yl)methyl)-1H-pyrazol-4-yl)imidazolidine-2,4-dione). The yield is 27.0%. As a reaction SMILES: [CH3:1][C:2]1[C:6]([CH2:7][N:8]2[CH:12]=[C:11]([N:13]3[C:17](=[O:18])[CH2:16][NH:15][C:14]3=[O:19])[CH:10]=[N:9]2)=[C:5]([CH3:20])[O:4][N:3]=1.[Cl:21][C:22]1[CH:23]=[C:24]([CH:28]=[CH:29][CH:30]=1)[CH2:25][CH2:26]Br>>[Cl:21][C:22]1[CH:23]=[C:24]([CH:28]=[CH:29][CH:30]=1)[CH2:25][CH2:26][N:15]1[CH2:16][C:17](=[O:18])[N:13]([C:11]2[CH:10]=[N:9][N:8]([CH2:7][C:6]3[C:2]([CH3:1])=[N:3][O:4][C:5]=3[CH3:20])[CH:12]=2)[C:14]1=[O:19]. Procedure details: Prepared as in example 10-52 from 3-(1-((3,5-dimethylisoxazol-4-yl)methyl)-1H-pyrazol-4-yl)imidazolidine-2,4-dione (example 10-1) and 3-chlorophenethyl bromide. Yield: 27%. MS M+H calculated 414.13; found 414.2. The title compound was shown to inhibit hT2R08 bitter receptor and had an IC50 of 0.20 μM.